Dataset: the Open Reaction Database (ORD), a public repository of structured organic reaction records. Task: describe an organic reaction: reactants, conditions, products, and yield The reactants are CC1=C(C(=NO1)C1=NC=CC=C1)CCC=1SC(=CN1)C(=O)O (2-[2-(5-methyl-3-pyridin-2-yl-isoxazol-4-yl)-ethyl]-thiazole-5-carboxylic acid), O=S1(CC(CC1)N)=O (1,1-dioxidotetrahydrothien-3-ylamine). Product: O=S1(CC(CC1)NC(=O)C1=CN=C(S1)CCC=1C(=NOC1C)C1=NC=CC=C1)=O (2-[2-(5-Methyl-3-pyridin-2-yl-isoxazol-4-yl)-ethyl]-thiazole-5-carboxylic acid (1,1-dioxo-tetrahydrothiophen-3-yl)-amide). Yield: 37.0%. RXN SMILES: [CH3:1][C:2]1[O:6][N:5]=[C:4]([C:7]2[CH:12]=[CH:11][CH:10]=[CH:9][N:8]=2)[C:3]=1[CH2:13][CH2:14][C:15]1[S:16][C:17]([C:20]([OH:22])=O)=[CH:18][N:19]=1.[O:23]=[S:24]1(=[O:30])[CH2:28][CH2:27][CH:26]([NH2:29])[CH2:25]1>>[O:23]=[S:24]1(=[O:30])[CH2:28][CH2:27][CH:26]([NH:29][C:20]([C:17]2[S:16][C:15]([CH2:14][CH2:13][C:3]3[C:4]([C:7]4[CH:12]=[CH:11][CH:10]=[CH:9][N:8]=4)=[N:5][O:6][C:2]=3[CH3:1])=[N:19][CH:18]=2)=[O:22])[CH2:25]1. Procedure: As described for example 22b, 2-[2-(5-methyl-3-pyridin-2-yl-isoxazol-4-yl)-ethyl]-thiazole-5-carboxylic acid (73 mg, 0.23 mmol) was converted, using 1,1-dioxidotetrahydrothien-3-ylamine instead of isopropylamine, to the title compound (37 mg, 37%) which was obtained as a brown solid MS: m/e=433.3 [M+H]+. The reactants are Cl, O=N[O-], [Na+], [Na+], Nc1cccc(N2CCOCC2)c1, [OH-], O, O, Cl[Sn]Cl. Product: NNc1cccc(N2CCOCC2)c1. As a reaction SMILES: [ClH:25].[N:14]([O-:15])=[O:16].[Na+:17].[Na+:24].[O:1]1[CH2:2][CH2:3][N:4]([c:7]2[cH:8][c:9]([NH2:13])[cH:10][cH:11][cH:12]2)[CH2:5][CH2:6]1.[OH-:23].[OH2:18].[OH2:19].[Sn:20]([Cl:21])[Cl:22]>>[O:1]1[CH2:2][CH2:3][N:4]([c:7]2[cH:8][c:9]([NH:13][NH2:14])[cH:10][cH:11][cH:12]2)[CH2:5][CH2:6]1. Starting materials: O=C1CCC1, CC(=O)O[BH-](OC(C)=O)OC(C)=O, c1ccc(COc2ccc3c(c2)CCNCC3)cc1, CC(=O)O, ClCCl, [Na+], [Na+], [Na+], O=C([O-])[O-]. The product is c1ccc(COc2ccc3c(c2)CCN(C2CCC2)CC3)cc1. Reaction SMILES: [C:20]1(=[O:24])[CH2:21][CH2:22][CH2:23]1.[C:25]([O:26][BH-:27]([O:28][C:29](=[O:30])[CH3:31])[O:32][C:33](=[O:34])[CH3:35])(=[O:36])[CH3:37].[CH2:1]([c:2]1[cH:3][cH:4][cH:5][cH:6][cH:7]1)[O:8][c:9]1[cH:10][c:11]2[c:12]([cH:18][cH:19]1)[CH2:13][CH2:14][NH:15][CH2:16][CH2:17]2.[CH3:45][C:46](=[O:47])[OH:48].[Cl:49][CH2:50][Cl:51].[Na+:38].[Na+:39].[Na+:40].[O-:41][C:42](=[O:43])[O-:44]>>[CH2:1]([c:2]1[cH:3][cH:4][cH:5][cH:6][cH:7]1)[O:8][c:9]1[cH:10][c:11]2[c:12]([cH:18][cH:19]1)[CH2:13][CH2:14][N:15]([CH:20]1[CH2:21][CH2:22][CH2:23]1)[CH2:16][CH2:17]2. The reactants are [C-]#N, ClCCc1ccc2c(n1)NCCC2, [Na+], CN(C)C=O, O. Product: N#CCCc1ccc2c(n1)NCCC2. As a reaction SMILES: [C-:14]#[N:15].[Cl:1][CH2:2][CH2:3][c:4]1[cH:5][cH:6][c:7]2[c:12]([n:13]1)[NH:11][CH2:10][CH2:9][CH2:8]2.[Na+:16].[O:17]=[CH:18][N:19]([CH3:20])[CH3:21].[OH2:22]>>[CH2:2]([CH2:3][c:4]1[cH:5][cH:6][c:7]2[c:12]([n:13]1)[NH:11][CH2:10][CH2:9][CH2:8]2)[C:14]#[N:15]. Starting materials: [Si](C1=CC=CC=C1)(C1=CC=CC=C1)(C(C)(C)C)OCCN(C=1SC(=CN1)C1=CC(=CC(=C1)[N+](=O)[O-])N1CCOCC1)CCO[Si](C1=CC=CC=C1)(C1=CC=CC=C1)C(C)(C)C (N,N-bis(2-{[tert-butyl(diphenyl)silyl]oxy}ethyl)-5-[3-(morpholin-4-yl)-5-nitrophenyl]-1,3-thiazol-2-amine). Reagents/catalysts: [Pd] (palladium on carbon). The solvent is C(C)(=O)OCC (ethyl acetate), C(C)(=O)O (acetic acid). Run at time 2 hour. The product is NC=1C=C(C=C(C1)N1CCOCC1)C1=CN=C(S1)N(CCO[Si](C1=CC=CC=C1)(C1=CC=CC=C1)C(C)(C)C)CCO[Si](C1=CC=CC=C1)(C1=CC=CC=C1)C(C)(C)C (5-[3-amino-5-(morpholin-4-yl)phenyl]-N,N-bis(2-{[tert-butyl(diphenyl)silyl]oxy}ethyl)-1,3-thiazol-2-amine). Yield: 99.3%. RXN SMILES: [Si:1]([O:18][CH2:19][CH2:20][N:21]([CH2:42][CH2:43][O:44][Si:45]([C:58]([CH3:61])([CH3:60])[CH3:59])([C:52]1[CH:57]=[CH:56][CH:55]=[CH:54][CH:53]=1)[C:46]1[CH:51]=[CH:50][CH:49]=[CH:48][CH:47]=1)[C:22]1[S:23][C:24]([C:27]2[CH:32]=[C:31]([N+:33]([O-])=O)[CH:30]=[C:29]([N:36]3[CH2:41][CH2:40][O:39][CH2:38][CH2:37]3)[CH:28]=2)=[CH:25][N:26]=1)([C:14]([CH3:17])([CH3:16])[CH3:15])([C:8]1[CH:13]=[CH:12][CH:11]=[CH:10][CH:9]=1)[C:2]1[CH:7]=[CH:6][CH:5]=[CH:4][CH:3]=1>C(OCC)(=O)C.C(O)(=O)C.[Pd]>[NH2:33][C:31]1[CH:32]=[C:27]([C:24]2[S:23][C:22]([N:21]([CH2:42][CH2:43][O:44][Si:45]([C:58]([CH3:61])([CH3:60])[CH3:59])([C:52]3[CH:57]=[CH:56][CH:55]=[CH:54][CH:53]=3)[C:46]3[CH:51]=[CH:50][CH:49]=[CH:48][CH:47]=3)[CH2:20][CH2:19][O:18][Si:1]([C:14]([CH3:17])([CH3:15])[CH3:16])([C:8]3[CH:13]=[CH:12][CH:11]=[CH:10][CH:9]=3)[C:2]3[CH:3]=[CH:4][CH:5]=[CH:6][CH:7]=3)=[N:26][CH:25]=2)[CH:28]=[C:29]([N:36]2[CH2:41][CH2:40][O:39][CH2:38][CH2:37]2)[CH:30]=1. Reported procedure: To a solution of N,N-bis(2-{[tert-butyl(diphenyl)silyl]oxy}ethyl)-5-[3-(morpholin-4-yl)-5-nitrophenyl]-1,3-thiazol-2-amine (999 mg, 1.147 mmol) in ethyl acetate (10 mL) and acetic acid (1.000 mL) at R.T., under nitrogen, was added palladium on carbon (122 mg, 0.115 mmol). The mixture was purged 3 times alternating between vacuum and H2. The reaction mixture was stirred under 1 atm H2 for 2 h. The system was evacuated with vacuum and purged 3 times alternating between vacuum and N2, and 3 mL DCM ... Starting materials: C(C1=CC=CC=C1)OC(=O)NCCC[C@H](NC(=O)OC(C)(C)C)C(=O)O ((S)-N5-(benzyloxycarbonyl)-N2-(tert-butyloxycarbonyl)-ornithine), C1(CCCCC1)S(=O)(=O)Cl (cyclohexanesulphonyl chloride), N1CCCC1 (pyrrolidine). Yields the product Cl.N[C@@H](CCCN(S(=O)(=O)C1CCCCC1)C)C(N1CCCC1)=O ((S)-N-[4-Amino-5-oxo-5-(1-pyrrolidinyl)-pentyl]-N-methyl-cyclohexanesulphonamide Hydrochloride). Reaction SMILES: C(O[C:9]([NH:11][CH2:12][CH2:13][CH2:14][C@@H:15]([C:24]([OH:26])=O)[NH:16]C(OC(C)(C)C)=O)=O)C1C=CC=CC=1.[CH:27]1([S:33]([Cl:36])(=[O:35])=[O:34])[CH2:32][CH2:31][CH2:30][CH2:29][CH2:28]1.[NH:37]1[CH2:41][CH2:40][CH2:39][CH2:38]1>>[ClH:36].[NH2:16][C@H:15]([C:24](=[O:26])[N:37]1[CH2:41][CH2:40][CH2:39][CH2:38]1)[CH2:14][CH2:13][CH2:12][N:11]([CH3:9])[S:33]([CH:27]1[CH2:32][CH2:31][CH2:30][CH2:29][CH2:28]1)(=[O:35])=[O:34] |f:3.4|. Reported procedure: Starting from (S)-N5-(benzyloxycarbonyl)-N2-(tert-butyloxycarbonyl)-ornithine, cyclohexanesulphonyl chloride and pyrrolidine, the expected product is obtained according to the procedure described in Example 68. Reactants: NC(=O)CN1CCC(c2ccc(Nc3ncc4ccc(Br)n4n3)cc2)CC1, CC1(C)OB(c2cccc3c2CN(S(C)(=O)=O)C3)OC1(C)C, ClCCl, [Na+], [Na+], O=C([O-])[O-], C1CCOC1, O, c1ccc(P(c2ccccc2)(c2ccccc2)[Pd](P(c2ccccc2)(c2ccccc2)c2ccccc2)(P(c2ccccc2)(c2ccccc2)c2ccccc2)P(c2ccccc2)(c2ccccc2)c2ccccc2)cc1. The product is CS(=O)(=O)N1Cc2cccc(-c3ccc4cnc(Nc5ccc(C6CCN(CC(N)=O)CC6)cc5)nn34)c2C1. As a reaction SMILES: [Br:1][c:2]1[cH:3][cH:4][c:5]2[cH:6][n:7][c:8]([NH:11][c:12]3[cH:13][cH:14][c:15]([CH:18]4[CH2:19][CH2:20][N:21]([CH2:24][C:25](=[O:26])[NH2:27])[CH2:22][CH2:23]4)[cH:16][cH:17]3)[n:9][n:10]12.[CH3:28][S:29](=[O:30])(=[O:31])[N:32]1[CH2:33][c:34]2[cH:35][cH:36][cH:37][c:38]([B:41]3[O:42][C:43]([CH3:44])([CH3:45])[C:46]([CH3:47])([CH3:48])[O:49]3)[c:39]2[CH2:40]1.[Cl:62][CH2:63][Cl:64].[Na+:50].[Na+:51].[O-:52][C:53](=[O:54])[O-:55].[O:57]1[CH2:58][CH2:59][CH2:60][CH2:61]1.[OH2:56].[cH:65]1[cH:66][cH:67][c:68]([P:69]([Pd:70]([P:71]([c:72]2[cH:73][cH:74][cH:75][cH:76][cH:77]2)([c:78]2[cH:79][cH:80][cH:81][cH:82][cH:83]2)[c:84]2[cH:85][cH:86][cH:87][cH:88][cH:89]2)([P:90]([c:91]2[cH:92][cH:93][cH:94][cH:95][cH:96]2)([c:97]2[cH:98][cH:99][cH:100][cH:101][cH:102]2)[c:103]2[cH:104][cH:105][cH:106][cH:107][cH:108]2)[P:109]([c:110]2[cH:111][cH:112][cH:113][cH:114][cH:115]2)([c:116]2[cH:117][cH:118][cH:119][cH:120][cH:121]2)[c:122]2[cH:123][cH:124][cH:125][cH:126][cH:127]2)([c:128]2[cH:129][cH:130][cH:131][cH:132][cH:133]2)[c:134]2[cH:135][cH:136][cH:137][cH:138][cH:139]2)[cH:140][cH:141]1>>[c:2]1(-[c:38]2[cH:37][cH:36][cH:35][c:34]3[c:39]2[CH2:40][N:32]([S:29]([CH3:28])(=[O:30])=[O:31])[CH2:33]3)[cH:3][cH:4][c:5]2[cH:6][n:7][c:8]([NH:11][c:12]3[cH:13][cH:14][c:15]([CH:18]4[CH2:19][CH2:20][N:21]([CH2:24][C:25](=[O:26])[NH2:27])[CH2:22][CH2:23]4)[cH:16][cH:17]3)[n:9][n:10]12. The product is N.CO (NH3 MeOH), [C@H]1(CCCN2CCCC[C@H]12)CNC1=NC(=NC=C1F)NC=1C=CC(=C(C1)N1N=NN(C1=O)C)OC1COC1 (1-(5-(4-(((1S,9aR)-octahydro-1H-quinolizin-1-yl)methylamino)-5-fluoropyrimidin-2-ylamino)-2-(oxetan-3-yloxy)phenyl)-4-methyl-1H-tetrazol-5(4H)-one). Procedure: To a microwave vial, was added 2-chloro-5-fluoro-N-(((1S,9aR)-octahydro-1H-quinolizin-1-yl)methyl)pyrimidin-4-amine (prepared according to Example 1; 400 mg, 1.34 mmol, 1 equiv), 1-(5-amino-2-(oxetan-3-yloxy)phenyl)-4-methyl-1H-tetrazol-5(4H)-one (prepared as described in WO2011/068898, the disclosure of which is incorporated herein by reference; 493 mg, 1.87 mmol, 1.4 equiv), rac-BINAP (181 mg, 0.291 mmol, 0.217 equiv), Cs2CO3 (1.31 g, 4.02 mmol, 3 equiv), Pd(OAc)2 (26 mg, 0.116 mmol, 0.0870 eq... Run at temperature 120 celsius. The reagents and catalysts are CC(=O)[O-].CC(=O)[O-].[Pd+2] (Pd(OAc)2). The solvent is O1CCOCC1 (dioxane). The yield is 76.0%. Reactants: C=1C=CC(=CC1)P(C=2C=CC=CC2)C3=CC=C4C=CC=CC4=C3C5=C6C=CC=CC6=CC=C5P(C=7C=CC=CC7)C=8C=CC=CC8 (rac-BINAP), ClC1=NC=C(C(=N1)NC[C@@H]1CCCN2CCCC[C@H]12)F (2-chloro-5-fluoro-N-(((1S,9aR)-octahydro-1H-quinolizin-1-yl)methyl)pyrimidin-4-amine), NC=1C=CC(=C(C1)N1N=NN(C1=O)C)OC1COC1 (1-(5-amino-2-(oxetan-3-yloxy)phenyl)-4-methyl-1H-tetrazol-5(4H)-one), C(=O)([O-])[O-].[Cs+].[Cs+] (Cs2CO3). As a reaction SMILES: Cl[C:2]1[N:7]=[C:6]([NH:8][CH2:9][C@H:10]2[C@@H:19]3[N:14]([CH2:15][CH2:16][CH2:17][CH2:18]3)[CH2:13][CH2:12][CH2:11]2)[C:5]([F:20])=[CH:4][N:3]=1.[NH2:21][C:22]1[CH:23]=[CH:24][C:25]([O:35][CH:36]2[CH2:39][O:38][CH2:37]2)=[C:26]([N:28]2[C:32](=[O:33])[N:31]([CH3:34])[N:30]=[N:29]2)[CH:27]=1.C1C=CC(P(C2C(C3C(P(C4C=CC=CC=4)C4C=CC=CC=4)=CC=C4C=3C=CC=C4)=C3C(C=CC=C3)=CC=2)C2C=CC=CC=2)=CC=1.C([O-])([O-])=O.[Cs+].[Cs+]>CC([O-])=O.CC([O-])=O.[Pd+2].O1CCOCC1>[NH3:3].[CH3:32][OH:33].[C@H:10]1([CH2:9][NH:8][C:6]2[C:5]([F:20])=[CH:4][N:3]=[C:2]([NH:21][C:22]3[CH:23]=[CH:24][C:25]([O:35][CH:36]4[CH2:39][O:38][CH2:37]4)=[C:26]([N:28]4[C:32](=[O:33])[N:31]([CH3:34])[N:30]=[N:29]4)[CH:27]=3)[N:7]=2)[C@@H:19]2[N:14]([CH2:15][CH2:16][CH2:17][CH2:18]2)[CH2:13][CH2:12][CH2:11]1 |f:3.4.5,6.7.8,10.11|.